This data is from the Open Reaction Database (ORD), a public repository of structured organic reaction records. The task is: describe an organic reaction: reactants, conditions, products, and yield As a reaction SMILES: [C:1]([C:3]1[CH:10]=[CH:9][C:6]([CH:7]=O)=[C:5]([S:11][CH2:12][CH2:13][C:14]2[CH:19]=[CH:18][CH:17]=[CH:16][CH:15]=2)[CH:4]=1)#[N:2].[C:20](=[O:23])([O-])[O-].[NH4+:24].[NH4+:25].[CH2:26]([OH:28])C.O>O>[C:1]([C:3]1[CH:10]=[CH:9][C:6]([CH:7]2[NH:25][C:26](=[O:28])[NH:24][C:20]2=[O:23])=[C:5]([S:11][CH2:12][CH2:13][C:14]2[CH:19]=[CH:18][CH:17]=[CH:16][CH:15]=2)[CH:4]=1)#[N:2] |f:1.2.3,4.5|. The reactants are C(#N)C1=CC(=C(C=O)C=C1)SCCC1=CC=CC=C1 (4-cyano-2-(2-phenylethylthio)benzaldehyde), C([O-])([O-])=O.[NH4+].[NH4+] (ammonium carbonate), C(C)O.O (ethanol water). Conditions: temperature 80 celsius. Solvent: O (water). Procedure details: A stirred mixture of 4-cyano-2-(2-phenylethylthio)benzaldehyde (2.14 g, 8 mmol) potassium cyanide (1.04 g, 16 mmol) and ammonium carbonate (3.07 g, 32 mmol) in ethanol-water (1:1, 20 ml) was heated to 80° C. for 2 hours in a sealed pressure vessel. The cooled solution was diluted with water (30 ml) to precipitate a sticky solid, filtered, washed with water and triturated with CHCl3 (20 ml) to give 5-(4-cyano-2-(2-phenylethylthio)phenyl)hydantoin, m.p. 198° C. The product is C(#N)C1=CC(=C(C=C1)C1C(NC(N1)=O)=O)SCCC1=CC=CC=C1 (5-(4-cyano-2-(2-phenylethylthio)phenyl)hydantoin).